From a dataset of the Open Reaction Database (ORD), a public repository of structured organic reaction records. describe an organic reaction: reactants, conditions, products, and yield Starting materials: C(C)(C)(C)OC(=O)N1CCC=2C(=CN=CC2C1)C(=O)O (7-tert-butoxycarbonyl-6,8-dihydro-5H-2,7-naphthyridine-4-carboxylic acid), TEA, C1(=CC=CC=C1)P(=O)(C1=CC=CC=C1)N=[N+]=[N-] (diphenylphosphoryl azide). Run in CN1CCCC1=O (NMP). Reaction conditions: temperature 90 celsius. Product: NC1=C2CCN(CC2=CN=C1)C(=O)OC(C)(C)C (tert-butyl 5-amino-3,4-dihydro-2,7-naphthyridine-2(1H)-carboxylate). RXN SMILES: [C:1]([O:5][C:6]([N:8]1[CH2:17][C:16]2[CH:15]=[N:14][CH:13]=[C:12](C(O)=O)[C:11]=2[CH2:10][CH2:9]1)=[O:7])([CH3:4])([CH3:3])[CH3:2].C1(P([N:35]=[N+]=[N-])(C2C=CC=CC=2)=O)C=CC=CC=1>CN1C(=O)CCC1>[NH2:35][C:12]1[CH:13]=[N:14][CH:15]=[C:16]2[C:11]=1[CH2:10][CH2:9][N:8]([C:6]([O:5][C:1]([CH3:4])([CH3:3])[CH3:2])=[O:7])[CH2:17]2. Reported procedure: To a solution of 7-tert-butoxycarbonyl-6,8-dihydro-5H-2,7-naphthyridine-4-carboxylic acid (440 mg, 1.581 mmol) in NMP (6 mL) was added TEA (207.9 mg, 286.4 μL, 2.055 mmol) followed by diphenylphosphoryl azide (478.6 mg, 374.8 μL, 1.739 mmol) at rt under nitrogen. The reaction was heated to 90° C. for 2 hours. At RT, the reaction mixture was partitioned between an aqueous saturated solution of NaHCO3 and EtOAc. Combined organic extract was washed with brine, dried over MgSO4 and concentrated unde... Starting materials: ClC=1C=C(C=CC1)C=1N=NN(C1)C1C(N(C2=C(CC1)C(=CC=C2)F)CC(F)(F)F)=O (3-[4-(3-Chlorophenyl)-1H-1,2,3-triazol-1-yl]-6-fluoro-1-(2,2,2-trifluoroethyl)-1,3,4,5-tetrahydro-2H-1-benzazepin-2-one), C([O-])([O-])=O.[Cs+].[Cs+] (cesium carbonate), N1=CC=C(C=C1)N (pyridin-4-amine), CC1(C2=C(C(=CC=C2)P(C3=CC=CC=C3)C4=CC=CC=C4)OC5=C(C=CC=C51)P(C6=CC=CC=C6)C7=CC=CC=C7)C (Xantphos). Reagents/catalysts: C(C)(=O)[O-].[Pd+2].C(C)(=O)[O-] (palladium(II) acetate). Solvent: O1CCOCC1 (dioxane). Yields the product FC1=CC=CC2=C1CCC(C(N2CC(F)(F)F)=O)N2N=NC(=C2)C2=CC(=CC=C2)NC2=CC=NC=C2 (6-fluoro-3-{4-[3-(pyridin-4-ylamino)phenyl]-1H-1,2,3-triazol-1-yl}-1-(2,2,2-trifluoroethyl)-1,3,4,5-tetrahydro-2H-1-benzazepin-2-one). RXN SMILES: Cl[C:2]1[CH:3]=[C:4]([C:8]2[N:9]=[N:10][N:11]([CH:13]3[CH2:19][CH2:18][C:17]4[C:20]([F:24])=[CH:21][CH:22]=[CH:23][C:16]=4[N:15]([CH2:25][C:26]([F:29])([F:28])[F:27])[C:14]3=[O:30])[CH:12]=2)[CH:5]=[CH:6][CH:7]=1.[N:31]1[CH:36]=[CH:35][C:34]([NH2:37])=[CH:33][CH:32]=1.CC1(C)C2C(=C(P(C3C=CC=CC=3)C3C=CC=CC=3)C=CC=2)OC2C(P(C3C=CC=CC=3)C3C=CC=CC=3)=CC=CC1=2.C(=O)([O-])[O-].[Cs+].[Cs+]>O1CCOCC1.C([O-])(=O)C.[Pd+2].C([O-])(=O)C>[F:24][C:20]1[C:17]2[CH2:18][CH2:19][CH:13]([N:11]3[CH:12]=[C:8]([C:4]4[CH:5]=[CH:6][CH:7]=[C:2]([NH:37][C:34]5[CH:35]=[CH:36][N:31]=[CH:32][CH:33]=5)[CH:3]=4)[N:9]=[N:10]3)[C:14](=[O:30])[N:15]([CH2:25][C:26]([F:29])([F:28])[F:27])[C:16]=2[CH:23]=[CH:22][CH:21]=1 |f:3.4.5,7.8.9|. Procedure details: 3-[4-(3-Chlorophenyl)-1H-1,2,3-triazol-1-yl]-6-fluoro-1-(2,2,2-trifluoroethyl)-1,3,4,5-tetrahydro-2H-1-benzazepin-2-one (20 mg, 0.046 mmol), pyridin-4-amine 6.39 mg, 0.068 mmol), palladium(II) acetate (2.047 mg, 9.12 μmol), Xantphos (7.91 mg, 0.014 mmol), and cesium carbonate (44.6 mg, 0.137 mmol) were combined and dissolved in dioxane (912 μl). The reaction was irradiated in the microwave at 180° C. for 15 minutes. The completed reaction was filtered and concentrated in vacuo. Analytically pure... Reactants: OC(CCN(C(OC(C)(C)C)=O)C)CCC ((3-hydroxyhexyl)methylcarbamic acid, 1,1-dimethylethyl ester), ClC1=CC(=C(C=C1)[N+](=O)[O-])F (4-chloro-2-fluoronitrobenzene). The solvent is CN(C=O)C (N,N-dimethylformamide). Yields the product CC(C)(C)OC(N(C)CCC(CCC)OC1=C(C=CC(=C1)Cl)[N+](=O)[O-])=O ([3-(5-Chloro-2-nitrophenoxy)hexyl]methylcarbamic acid 1,1-dimethylethyl ester). Reaction SMILES: [OH:1][CH:2]([CH2:14][CH2:15][CH3:16])[CH2:3][CH2:4][N:5]([CH3:13])[C:6](=[O:12])[O:7][C:8]([CH3:11])([CH3:10])[CH3:9].[Cl:17][C:18]1[CH:23]=[CH:22][C:21]([N+:24]([O-:26])=[O:25])=[C:20](F)[CH:19]=1>CN(C)C=O>[CH3:9][C:8]([O:7][C:6](=[O:12])[N:5]([CH2:4][CH2:3][CH:2]([O:1][C:22]1[CH:23]=[C:18]([Cl:17])[CH:19]=[CH:20][C:21]=1[N+:24]([O-:26])=[O:25])[CH2:14][CH2:15][CH3:16])[CH3:13])([CH3:10])[CH3:11]. Procedure details: The subtitle compound was prepared according to the method of Example 3 step (b) using (3-hydroxyhexyl)methylcarbamic acid, 1,1-dimethylethyl ester and 4-chloro-2-fluoronitrobenzene in N,N-dimethylformamide. Starting materials: C1(CCC1)N1CCC(CC1)OC1=CC=C(C#N)C=C1 (4-(1-Cyclobutyl piperidin-4-yloxy)benzonitrile), [H-].[Al+3].[Li+].[H-].[H-].[H-] (lithium aluminium hydride). Solvent: O1CCCC1 (tetrahydrofuran), O1CCCC1 (tetrahydrofuran). Run at time 20 minute. Yields the product C1(CCC1)N1CCC(CC1)OC1=CC=C(CN)C=C1 (4-(1-Cyclobutyl piperidin-4-yloxy)benzylamine). Isolated yield 86.1%. RXN SMILES: [CH:1]1([N:5]2[CH2:10][CH2:9][CH:8]([O:11][C:12]3[CH:19]=[CH:18][C:15]([C:16]#[N:17])=[CH:14][CH:13]=3)[CH2:7][CH2:6]2)[CH2:4][CH2:3][CH2:2]1.[H-].[Al+3].[Li+].[H-].[H-].[H-]>O1CCCC1>[CH:1]1([N:5]2[CH2:6][CH2:7][CH:8]([O:11][C:12]3[CH:13]=[CH:14][C:15]([CH2:16][NH2:17])=[CH:18][CH:19]=3)[CH2:9][CH2:10]2)[CH2:4][CH2:3][CH2:2]1 |f:1.2.3.4.5.6|. Reported procedure: A solution of 4-(1-Cyclobutyl piperidin-4-yloxy)benzonitrile (8.22 g, 0.032 moles) in dry tetrahydrofuran (50 mL) was added to a stirred solution of lithium aluminium hydride (3.74 g, 0.098 moles) in dry tetrahydrofuran (30 mL), at 10 to 15° C. under nitrogen atmosphere. The resulting mass was further stirred for 20 minutes at ambient temperature and then refluxed for 4 hours. After completion of reaction, the mass was cooled to 10-15° C., quenched with water and basified with 4N sodium hydroxid... Reactants: C(CCC)C1=NC2=C(N1CC1=CC=C(C=C1)C=1C(=NC=NC1)C#N)C(=CC=C2)C(=O)OC (methyl 2-butyl-1-[p-(4-cyanopyrimidin-5-yl)benzyl]benzimidazole-7-carboxylate), C[Sn](C)(C)N=[N+]=[N-] (trimethyltin azide). Solvent: C1(=CC=CC=C1)C (toluene). The product is C(CCC)C1=NC2=C(N1CC1=CC=C(C=C1)C=1C(=NC=NC1)C1=NN=NN1)C(=CC=C2)C(=O)OC (Methyl 2-butyl-1-[p-[4-(1H-tetrazol-5-yl)pyrimidin-5-yl]benzyl]benzimidazole-7-carboxylate). As a reaction SMILES: [CH2:1]([C:5]1[N:9]([CH2:10][C:11]2[CH:16]=[CH:15][C:14]([C:17]3[C:18]([C:23]#[N:24])=[N:19][CH:20]=[N:21][CH:22]=3)=[CH:13][CH:12]=2)[C:8]2[C:25]([C:29]([O:31][CH3:32])=[O:30])=[CH:26][CH:27]=[CH:28][C:7]=2[N:6]=1)[CH2:2][CH2:3][CH3:4].C[Sn]([N:37]=[N+:38]=[N-:39])(C)C>C1(C)C=CC=CC=1>[CH2:1]([C:5]1[N:9]([CH2:10][C:11]2[CH:16]=[CH:15][C:14]([C:17]3[C:18]([C:23]4[NH:39][N:38]=[N:37][N:24]=4)=[N:19][CH:20]=[N:21][CH:22]=3)=[CH:13][CH:12]=2)[C:8]2[C:25]([C:29]([O:31][CH3:32])=[O:30])=[CH:26][CH:27]=[CH:28][C:7]=2[N:6]=1)[CH2:2][CH2:3][CH3:4]. Procedure: A solution of methyl 2-butyl-1-[p-(4-cyanopyrimidin-5-yl)benzyl]benzimidazole-7-carboxylate (0.18 g, 0.4 mmol) and trimethyltin azide (0.27 g, 1.3 mmol) in toluene (5 ml) was heated under reflux for 28 hours. After removal of the solvent by evaporation, the residue was purified by column chromatography on silica gel. Recrystallization from ethyl acetate-isopropyl ether afforded colorless powders (40 mg, 20%), m.p. 215°-220° C. Starting materials: O (water), C([O-])([O-])=O.[K+].[K+] (Potassium carbonate), BrC1=C(C=CC(=C1)S(=O)(=O)C)O (2-bromo-4-(methanesulfonyl)phenol), CI (methyl iodide). The solvent is CN(C=O)C (dimethylformamide). Conditions: time 30 minute. The product is BrC1=C(C=CC(=C1)S(=O)(=O)C)OC (2-Bromo-4-(methanesulfonyl)anisole). Isolated yield 54.4%. RXN SMILES: [C:1](=[O:4])([O-])[O-].[K+].[K+].[Br:7][C:8]1[CH:13]=[C:12]([S:14]([CH3:17])(=[O:16])=[O:15])[CH:11]=[CH:10][C:9]=1O.CI.O>CN(C)C=O>[Br:7][C:8]1[CH:13]=[C:12]([S:14]([CH3:17])(=[O:16])=[O:15])[CH:11]=[CH:10][C:9]=1[O:4][CH3:1] |f:0.1.2|. Reported procedure: Potassium carbonate (2.31 g, 16.8 mmol) was added to a solution of 2-bromo-4-(methanesulfonyl)phenol (Description 27; 3.5 g, 14 mmol) in dimethylformamide (50 ml). The resulting solution was stirred for 30 min. and methyl iodide (1.04 ml, 16.8 mmol). After stirring for 1 h. the solution was poured into water (200 ml) and extracted with ethyl acetate (2×100 ml). The combined organics were washed with water and dried over sodium sulphate. Removal of the solvent in vacuo gave a white solid which wa... Reactants: Fc1cc2nccc(Br)c2cc1F, C1CCOC1, CCOC(C)=O, [Li]CCCC, CC(C)NC(C)C, [Cl-], C[Si](C)(C)Cl, [NH4+], O. Product: C[Si](C)(C)c1c(F)c(F)cc2c(Br)ccnc12. Reaction SMILES: [Br:13][c:14]1[cH:15][cH:16][n:17][c:18]2[cH:19][c:20]([F:25])[c:21]([F:24])[cH:22][c:23]12.[CH2:33]1[O:34][CH2:35][CH2:36][CH2:37]1.[CH3:39][CH2:40][O:41][C:42]([CH3:43])=[O:44].[CH3:8][CH2:9][CH2:10][CH2:11][Li:12].[CH:1]([NH:2][CH:3]([CH3:4])[CH3:5])([CH3:6])[CH3:7].[Cl-:31].[Cl:26][Si:27]([CH3:28])([CH3:29])[CH3:30].[NH4+:32].[OH2:38]>>[Br:13][c:14]1[cH:15][cH:16][n:17][c:18]2[c:19]([Si:27]([CH3:28])([CH3:29])[CH3:30])[c:20]([F:25])[c:21]([F:24])[cH:22][c:23]12. The reactants are C(C1=CC=CC=C1)(N)=NO (benzamidoxime), C(=O)(N1C=NC=C1)N1C=NC=C1 (1,1′-carbonyldiimidazole), C(#N)C1=CC=C(CNC(C(C(=O)O)OCC)=O)C=C1 ((RS)-N-(4-cyano-benzyl)-2-ethoxy-malonamic acid). Run in C1CCOC1 (THF), C1CCOC1 (THF), C1CCOC1 (THF). Run at temperature 140 celsius, time 18 hour. Product: C(#N)C1=CC=C(CNC(C(C2=NC(=NO2)C2=CC=CC=C2)OCC)=O)C=C1 ((RS)-N-(4-cyano-benzyl)-2-ethoxy-2-(3-phenyl-[1,2,4]oxadiazol-5-yl)-acetamide). Reaction SMILES: C(N1C=CN=C1)(N1C=CN=C1)=O.[C:13]([C:15]1[CH:31]=[CH:30][C:18]([CH2:19][NH:20][C:21](=[O:29])[CH:22]([O:26][CH2:27][CH3:28])[C:23]([OH:25])=O)=[CH:17][CH:16]=1)#[N:14].[C:32](=[N:40]O)([NH2:39])[C:33]1[CH:38]=[CH:37][CH:36]=[CH:35][CH:34]=1>C1COCC1>[C:13]([C:15]1[CH:16]=[CH:17][C:18]([CH2:19][NH:20][C:21](=[O:29])[CH:22]([O:26][CH2:27][CH3:28])[C:23]2[O:25][N:40]=[C:32]([C:33]3[CH:38]=[CH:37][CH:36]=[CH:35][CH:34]=3)[N:39]=2)=[CH:30][CH:31]=1)#[N:14]. Procedure: To a solution under N2 of 1,1′-carbonyldiimidazole (272 mg) in THF (10 ml) was added a solution of (RS)-N-(4-cyano-benzyl)-2-ethoxy-malonamic acid (400 mg) in THF (10 ml). The mixture was stirred for 30 min before addition of a solution of benzamidoxime (228 mg) in THF (20 ml). After stirring 18 h the solvent was evaporated. The crude product was dissolved in EtOAc and extracted with HCl 0.1 N, NaHCO3 and brine. After drying (MgSO4) the solvent was evaporated. The resulting white powder was redi...